Dataset: the Open Reaction Database (ORD), a public repository of structured organic reaction records. Task: describe an organic reaction: reactants, conditions, products, and yield Reactants: CCO, CSC(=S)NCc1ccc([N+](=O)[O-])cc1, NN, [NH4+], [OH-], O. Yields the product NNC(=S)NCc1ccc([N+](=O)[O-])cc1. RXN SMILES: [CH3:21][CH2:22][OH:23].[N+:1](=[O:2])([O-:3])[c:4]1[cH:5][cH:6][c:7]([CH2:8][NH:9][C:10]([S:11][CH3:13])=[S:12])[cH:14][cH:15]1.[NH2:17][NH2:18].[NH4+:20].[OH-:19].[OH2:16]>>[N+:1](=[O:2])([O-:3])[c:4]1[cH:5][cH:6][c:7]([CH2:8][NH:9][C:10](=[S:11])[NH:17][NH2:18])[cH:14][cH:15]1. Reactants: C(C)(=O)OCC1=C(N2C(C(C2SC1)N)=O)C(=O)O (3-[(acetyloxy)methyl]-7-amino-8-oxo-5-thia-1-azabicyclo[4.2.0]oct-2-ene-2-carboxylic acid), C([O-])(O)=O.[Na+] (sodium bicarbonate), ClC(=O)OCC(C)C (isobutyl chloroformate), OC(C(=O)O)C=1C=CC2=C(CCO2)C1 (α-Hydroxy-(2,3-dihydro-5-benzofuranyl)acetic acid), C[Si](C)(C)C(C(=O)N)[Si](C)(C)C (bistrimethylsilylacetamide). Run in O (water), C(C)N(CC)CC (triethylamine), C1CCOC1 (THF), C(C)(=O)OCC (ethyl acetate), CCOCC (ether), O (water), C1CCOC1 (THF). Conditions: temperature -10 celsius, time 30 minute. Product: C(C)(=O)OCC1=C(N2C(C(C2SC1)NC(C(O)C=1C=CC2=C(CCO2)C1)=O)=O)C(=O)O (3-[(Acetyloxy)methyl]-7-[[(2,3-dihydro-5-benzofuranyl)-hydroxyacetyl]amino]-8-oxo-5-thia-1-azabicyclo[4.2.0]oct-2-ene-2-carboxylic acid). Reaction SMILES: [OH:1][CH:2]([C:6]1[CH:7]=[CH:8][C:9]2[O:13][CH2:12][CH2:11][C:10]=2[CH:14]=1)[C:3]([OH:5])=O.C[Si](C([Si](C)(C)C)C(N)=O)(C)C.ClC(OCC(C)C)=O.[C:35]([O:38][CH2:39][C:40]1[CH2:47][S:46][CH:45]2[N:42]([C:43](=[O:49])[CH:44]2[NH2:48])[C:41]=1[C:50]([OH:52])=[O:51])(=[O:37])[CH3:36].C(=O)(O)[O-].[Na+]>O.C(OCC)(=O)C.CCOCC.C(N(CC)CC)C.C1COCC1>[C:35]([O:38][CH2:39][C:40]1[CH2:47][S:46][CH:45]2[N:42]([C:43](=[O:49])[CH:44]2[NH:48][C:3](=[O:5])[CH:2]([C:6]2[CH:7]=[CH:8][C:9]3[O:13][CH2:12][CH2:11][C:10]=3[CH:14]=2)[OH:1])[C:41]=1[C:50]([OH:52])=[O:51])(=[O:37])[CH3:36] |f:4.5|. Procedure: α-Hydroxy-(2,3-dihydro-5-benzofuranyl)acetic acid (10 mmole) triethylamine (10 mmole) and bistrimethylsilylacetamide (BSA) (10 mmole) are added to 50 ml of THF and refluxed for two hours. The reaction mixture is cooled to about -10° C. and 10 mmole of isobutyl chloroformate is added dropwise. After 30 minutes at -10° C., 10 mmole of 3-[(acetyloxy)methyl]-7-amino-8-oxo-5-thia-1-azabicyclo[4.2.0]oct-2-ene-2-carboxylic acid in 50 ml of water--20 ml of THF containing 10 mmole of triethylamine is add... Reactants: C(C)OCC.CCCCCC (ethyl ether hexane), BrCC1OC(OC1CBr)=O (4,5-dibromomethyl-1,3-dioxolan-2-one), N12CCCC=CC2NCCC1 (1,8-diazabicyclo[5.4.0]undec-5-ene), CO (Methanol). Solvent: C(Cl)Cl (CH2Cl2). Reaction conditions: temperature 20 celsius, time 4 hour. Yields the product COC1(OC(OC1(C)OC)=O)C (4,5-dimethyoxy-4,5-dimethyl-1,3-dioxolan-2-one). The yield is 42.0%. As a reaction SMILES: Br[CH2:2][CH:3]1[CH:7]([CH2:8]Br)[O:6][C:5](=[O:10])[O:4]1.N12CCCNC1C=CCCC2.[CH3:22][OH:23].C([O:26][CH2:27]C)C.CCCCCC>C(Cl)Cl>[CH3:22][O:23][C:7]1([CH3:8])[C:3]([O:26][CH3:27])([CH3:2])[O:4][C:5](=[O:10])[O:6]1 |f:3.4|. Procedure: A mixture of 4,5-dibromomethyl-1,3-dioxolan-2-one (1.21 g, 4.4 mmole) and 1,8-diazabicyclo[5.4.0]undec-5-ene (1.31 ml, 8.8 mmole) in CH2Cl2 (25.0 ml) was stirred at 20° C. for 4 h. Methanol (2.0 ml, 49 mmole) was then added and the mixture was stirred for 1 h at 20° C. Flash chromato graphy (ethyl ether-hexane eluent) of the mixture yielded 4,5-dimethyoxy-4,5-dimethyl-1,3-dioxolan-2-one as a colorless crystalline solid (0.208 g, 42%): mp 76°-77° C.; IR (KBr) 2980, 2945, 1803, 1790, 1358, 1279, 1... Reactants: ClC1=C(C=C(C=C1)[N+](=O)[O-])C(C)=O (2′-chloro-5′-nitro-acetophenone). The reagents and catalysts are [Fe] (iron). The product is ClC1=C(C=C(C=C1)N)C(C)=O (2′-chloro-5′-amino-acetophenone). Reaction SMILES: [Cl:1][C:2]1[CH:7]=[CH:6][C:5]([N+:8]([O-])=O)=[CH:4][C:3]=1[C:11](=[O:13])[CH3:12]>[Fe]>[Cl:1][C:2]1[CH:7]=[CH:6][C:5]([NH2:8])=[CH:4][C:3]=1[C:11](=[O:13])[CH3:12]. Procedure: Procedure A was performed with 2′-chloro-5′-nitro-acetophenone (0.22 g, 1.1 mmol) and iron powder (0.64 g, 11 mmol). The crude product was purified by flash column chromatography on silica gel eluting with EtOAc:hexanes (0:1 to 1:0) to afford the desired 2′-chloro-5′-amino-acetophenone. The reactants are C#CCN[C@@H]1CCC2=C1C=CC=C2 (rasagiline), N[C@@H](CC(=O)O)C(=O)O (L-aspartic acid), N[C@@H](CC(=O)O)C(=O)O (aspartic acid). Solvent: C(C)(C)O (isopropanol), O (water). Run at temperature 0 celsius, time 1 hour. Product: C#CCN[C@@H]1CCC2=C1C=CC=C2.N[C@@H](CC(=O)[O-])C(=O)[O-] (Rasagiline L-Aspartate). RXN SMILES: [NH2:1][C@H:2]([C:7]([OH:9])=[O:8])[CH2:3][C:4]([OH:6])=[O:5].[CH:10]#[C:11][CH2:12][NH:13][C@H:14]1[C:18]2[CH:19]=[CH:20][CH:21]=[CH:22][C:17]=2[CH2:16][CH2:15]1>O.C(O)(C)C>[CH:10]#[C:11][CH2:12][NH:13][C@H:14]1[C:18]2[CH:19]=[CH:20][CH:21]=[CH:22][C:17]=2[CH2:16][CH2:15]1.[NH2:1][C@H:2]([C:7]([O-:9])=[O:8])[CH2:3][C:4]([O-:6])=[O:5] |f:4.5|. Procedure: 82 mg L-aspartic acid was dissolved in 7 ml water at 70° C. A solution of 100 mg (0.58 mmol) rasagiline in 2 ml isopropanol was added at this temperature. The solution remained clear, was cooled to 0° C. and stirred at this temperature for 1 h. Since no turbidity was observed the solvents were removed in vacuo. The residual clear oil partially crystallised on standing. After a slurry wash with acetone, a white crystalline material was obtained (40 mg). Analysis revealed that this material was as...